Dataset: the Open Reaction Database (ORD), a public repository of structured organic reaction records. Task: describe an organic reaction: reactants, conditions, products, and yield The reactants are OC1(N(C(C2=C(C=CC=C12)[N+](=O)[O-])=O)C)C (3-hydroxy-2,3-dimethyl-7-nitro-2,3-dihydro-1H-isoindol-1-one), OC1(N(C(C2=C(C=CC=C12)[N+](=O)[O-])=O)C)C (3-hydroxy-2,3-dimethyl-7-nitro-2,3-dihydro-1H-isoindol-1-one), [H][H] (hydrogen). Reagents/catalysts: [Pd] (Pd/C). Run in CC(=O)O (AcOH). Product: NC=1C=CC=C2C(N(C(C12)=O)C)C (7-Amino-2,3-dimethyl-2,3-dihydro-1H-isoindol-1-one). Yield: 50.4%. As a reaction SMILES: O[C:2]1([CH3:16])[C:10]2[C:5](=[C:6]([N+:11]([O-])=O)[CH:7]=[CH:8][CH:9]=2)[C:4](=[O:14])[N:3]1[CH3:15].[H][H]>[Pd].CC(O)=O>[NH2:11][C:6]1[CH:7]=[CH:8][CH:9]=[C:10]2[C:5]=1[C:4](=[O:14])[N:3]([CH3:15])[CH:2]2[CH3:16]. Procedure details: A mixture of 3-hydroxy-2,3-dimethyl-7-nitro-2,3-dihydro-1H-isoindol-1-one (Compound 1578, 500 mg), AcOH (12 mL), and 5% Pd/C (60 mg) was hydrogenated for 14 h under 1 atm hydrogen atmosphere. The catalyst was filtered off and the filtrate was concentrated, residue was purified by column chromatography to afford 200 mg of the title compound (yield: 50%). 1H NMR (CDCl3, 300 MHz): δ=1.43 (d, J=6.8 Hz, 3 H), 3.04 (s, 3 H), 4.33 (q, J=6.3 Hz, 1 H), 5.20 (s, br, 2 H), 6.55 (d, J=8.1 Hz, 1 H), 7.21-7.2...